This data is from the Open Reaction Database (ORD), a public repository of structured organic reaction records. The task is: describe an organic reaction: reactants, conditions, products, and yield The reactants are C1(CC1)COC1=C(C2=C(OCO2)C=C1)C1=C2C(=NC=C1)C(=C(N2COCC[Si](C)(C)C)C)C(=O)O (7-[5-(cyclopropylmethoxy)-1,3-benzodioxol-4-yl]-2-methyl-1-{[2-(trimethylsilyl)ethoxy]methyl}-1H-pyrrolo[3,2-b]pyridine-3-carboxylic acid), N[C@H]1CC[C@H](CC1)NC(OC(C)(C)C)=O (tert-butyl cis-(4-amino-cyclohexyl)-carbamate). The product is C1(CC1)COC1=C(C2=C(OCO2)C=C1)C1=C2C(=NC=C1)C(=C(N2COCC[Si](C)(C)C)C)C(=O)N[C@H]2CC[C@H](CC2)NC(OC(C)(C)C)=O (tert-Butyl (cis-4-{[(7-[5-(cyclopropylmethoxy)-1,3-benzodioxol-4-yl]-2-methyl-1-{[2-(trimethylsilyl)ethoxy]methyl}-1H-pyrrolo[3,2-b]pyridin-3-yl)carbonyl]amino}cyclohexyl)carbamate). As a reaction SMILES: [CH:1]1([CH2:4][O:5][C:6]2[CH:14]=[CH:13][C:9]3[O:10][CH2:11][O:12][C:8]=3[C:7]=2[C:15]2[CH:20]=[CH:19][N:18]=[C:17]3[C:21]([C:33]([OH:35])=O)=[C:22]([CH3:32])[N:23]([CH2:24][O:25][CH2:26][CH2:27][Si:28]([CH3:31])([CH3:30])[CH3:29])[C:16]=23)[CH2:3][CH2:2]1.[NH2:36][C@@H:37]1[CH2:42][CH2:41][C@H:40]([NH:43][C:44](=[O:50])[O:45][C:46]([CH3:49])([CH3:48])[CH3:47])[CH2:39][CH2:38]1>>[CH:1]1([CH2:4][O:5][C:6]2[CH:14]=[CH:13][C:9]3[O:10][CH2:11][O:12][C:8]=3[C:7]=2[C:15]2[CH:20]=[CH:19][N:18]=[C:17]3[C:21]([C:33]([NH:36][C@@H:37]4[CH2:42][CH2:41][C@H:40]([NH:43][C:44](=[O:50])[O:45][C:46]([CH3:48])([CH3:47])[CH3:49])[CH2:39][CH2:38]4)=[O:35])=[C:22]([CH3:32])[N:23]([CH2:24][O:25][CH2:26][CH2:27][Si:28]([CH3:29])([CH3:30])[CH3:31])[C:16]=23)[CH2:3][CH2:2]1. Procedure details: Starting from 7-[5-(cyclopropylmethoxy)-1,3-benzodioxol-4-yl]-2-methyl-1-{[2-(trimethylsilyl)ethoxy]methyl}-1H-pyrrolo[3,2-b]pyridine-3-carboxylic acid (example D.c1) and commercially available tert-butyl cis-(4-amino-cyclohexyl)-carbamate the title compound is obtained as pale yellow viscous oil. The reactants are C25H23ClF3N5O, CC1=NC2=C(N1C1=C(C=C(C(=O)O)C=C1)C(F)(F)F)CCCC2 (4-(2-methyl-4,5,6,7-tetrahydrobenzimidazol-1-yl)-3-trifluoromethylbenzoic acid), C(C)(C)N(CC)C(C)C (diisopropylethylamine), ClC1=CC2=C(NC(=N2)[C@H](C)N)C=C1 ((1S)-1-(5-chloro-1H-benzimidazol-2-yl)ethylamine), ClCl (chlorine). The solvent is CN(C=O)C (dimethylformamide). The product is ClC1=CC2=C(NC(=N2)[C@H](C)NC(C2=CC(=C(C=C2)N2C(=NC3=C2CCCC3)C)C(F)(F)F)=O)C=C1 (N-[(1S)-1-(5-chloro-1H-benzimidazol-2-yl)ethyl]-4-(2-methyl-4,5,6,7-tetrahydrobenzimidazol-1-yl)-3-trifluoromethylbenzamide). The yield is 45.0%. RXN SMILES: [CH3:1][C:2]1[N:6]([C:7]2[CH:15]=[CH:14][C:10]([C:11](O)=[O:12])=[CH:9][C:8]=2[C:16]([F:19])([F:18])[F:17])[C:5]2[CH2:20][CH2:21][CH2:22][CH2:23][C:4]=2[N:3]=1.C(N(C(C)C)CC)(C)C.[Cl:33][C:34]1[CH:45]=[CH:44][C:37]2[NH:38][C:39]([C@@H:41]([NH2:43])[CH3:42])=[N:40][C:36]=2[CH:35]=1.ClCl>CN(C)C=O>[Cl:33][C:34]1[CH:45]=[CH:44][C:37]2[NH:38][C:39]([C@@H:41]([NH:43][C:11](=[O:12])[C:10]3[CH:14]=[CH:15][C:7]([N:6]4[C:5]5[CH2:20][CH2:21][CH2:22][CH2:23][C:4]=5[N:3]=[C:2]4[CH3:1])=[C:8]([C:16]([F:18])([F:19])[F:17])[CH:9]=3)[CH3:42])=[N:40][C:36]=2[CH:35]=1. Procedure: Prepared analogously to Example 1d from 4-(2-methyl-4,5,6,7-tetrahydrobenzimidazol-1-yl)-3-trifluoromethylbenzoic acid, PFTU, diisopropylethylamine, and (1S)-1-(5-chloro-1H-benzimidazol-2-yl)ethylamine in dimethylformamide. Yield: 45%; C25H23ClF3N5O (501.938); mass spectrum: (M−H)−=500/502 (chlorine isotope). The reactants are COC(=O)c1ccccc1S(=O)(=O)Cl, Clc1cc(Cl)cc(N2CCNCC2)c1. The product is COC(=O)c1ccccc1S(=O)(=O)N1CCN(c2cc(Cl)cc(Cl)c2)CC1. RXN SMILES: [CH3:1][O:2][C:3]([c:4]1[c:5]([S:10](=[O:11])(=[O:12])[Cl:13])[cH:6][cH:7][cH:8][cH:9]1)=[O:14].[Cl:15][c:16]1[cH:17][c:18]([N:23]2[CH2:24][CH2:25][NH:26][CH2:27][CH2:28]2)[cH:19][c:20]([Cl:22])[cH:21]1>>[CH3:1][O:2][C:3]([c:4]1[c:5]([S:10](=[O:11])(=[O:12])[N:26]2[CH2:25][CH2:24][N:23]([c:18]3[cH:17][c:16]([Cl:15])[cH:21][c:20]([Cl:22])[cH:19]3)[CH2:28][CH2:27]2)[cH:6][cH:7][cH:8][cH:9]1)=[O:14].